From a dataset of the Open Reaction Database (ORD), a public repository of structured organic reaction records. describe an organic reaction: reactants, conditions, products, and yield Reactants: C1CCOC1, CC(=O)OC(C)=O, O=CO, CC1(C)SC(c2cccnc2)NC1C(=O)O. The product is CC1(C)SC(c2cccnc2)N(C=O)C1C(=O)O. RXN SMILES: [CH2:27]1[O:28][CH2:29][CH2:30][CH2:31]1.[CH3:4][C:5]([O:6][C:7](=[O:8])[CH3:9])=[O:10].[CH:1](=[O:2])[OH:3].[n:11]1[cH:12][c:13]([CH:17]2[S:18][C:19]([CH3:25])([CH3:26])[CH:20]([C:22](=[O:23])[OH:24])[NH:21]2)[cH:14][cH:15][cH:16]1>>[CH:1](=[O:2])[N:21]1[CH:17]([c:13]2[cH:12][n:11][cH:16][cH:15][cH:14]2)[S:18][C:19]([CH3:25])([CH3:26])[CH:20]1[C:22](=[O:23])[OH:24]. Yield: 80.0%. Reactants: ClC1=C(C=CC=C1)C1=CC=2NC=3C=CC(=CC3C2C2=C1C(NC2=O)=O)OC (4-(2-Chlorophenyl)-9-methoxypyrrolo[3,4-c]carbazole-1,3(2H,6H)-dione), C([O-])(O)=O.[K+] (potassium bicarbonate), C(C)(=O)OCC (ethyl acetate). Reported procedure: To a solution of carbazole (33) (45 mg, 0.12 mmol) prepared as described in example 79 in acetic anhydride (4.0 mL) was added 35% perchloric acid (2 drops). The resulting solution was stirred at room temperature for 30 minutes before being poured onto ice water, basified by the addition of solid potassium bicarbonate and extraction with ethyl acetate. The organic phase was dried, the drying agent was removed and the solution was concentrated to dryness. Chromatography on silica eluting with ethy... Reaction conditions: time 30 minute. Product: C(C)(=O)N1C=2C=CC(=CC2C=2C3=C(C(=CC12)C1=C(C=CC=C1)Cl)C(NC3=O)=O)OC (6-Acetyl-4-(2-chlorophenyl)-9-methoxypyrrolo[3,4-c]carbazole-1,3(2H,6H)-dione). As a reaction SMILES: [Cl:1][C:2]1[CH:7]=[CH:6][CH:5]=[CH:4][C:3]=1[C:8]1[C:20]2[C:21](=[O:25])[NH:22][C:23](=[O:24])[C:19]=2[C:18]2[C:17]3[CH:16]=[C:15]([O:26][CH3:27])[CH:14]=[CH:13][C:12]=3[NH:11][C:10]=2[CH:9]=1.C(=O)(O)[O-].[K+].[C:33](OCC)(=[O:35])[CH3:34]>C(OC(=O)C)(=O)C.Cl(O)(=O)(=O)=O>[C:33]([N:11]1[C:10]2[CH:9]=[C:8]([C:3]3[CH:4]=[CH:5][CH:6]=[CH:7][C:2]=3[Cl:1])[C:20]3[C:21](=[O:25])[NH:22][C:23](=[O:24])[C:19]=3[C:18]=2[C:17]2[CH:16]=[C:15]([O:26][CH3:27])[CH:14]=[CH:13][C:12]1=2)(=[O:35])[CH3:34] |f:1.2|. Reagents/catalysts: Cl(=O)(=O)(=O)O (perchloric acid). Run in C(C)(=O)OC(C)=O (acetic anhydride).